Dataset: the Open Reaction Database (ORD), a public repository of structured organic reaction records. Task: describe an organic reaction: reactants, conditions, products, and yield The reactants are CCCC[Sn](CCCC)(CCCC)c1ccco1, Cc1ccccc1, COc1ccc(CN2Cc3c(F)c(NC(CC(C)C)C(N)=O)nc(Cl)c3C2=O)c(OC)c1, c1ccc(P(c2ccccc2)(c2ccccc2)[Pd](P(c2ccccc2)(c2ccccc2)c2ccccc2)(P(c2ccccc2)(c2ccccc2)c2ccccc2)P(c2ccccc2)(c2ccccc2)c2ccccc2)cc1. The product is COc1ccc(CN2Cc3c(F)c(NC(CC(C)C)C(N)=O)nc(-c4ccco4)c3C2=O)c(OC)c1. RXN SMILES: [CH2:33]([Sn:34]([CH2:35][CH2:36][CH2:37][CH3:43])([c:38]1[o:39][cH:40][cH:41][cH:42]1)[CH2:44][CH2:45][CH2:46][CH3:47])[CH2:48][CH2:49][CH3:50].[CH3:51][c:52]1[cH:53][cH:54][cH:55][cH:56][cH:57]1.[Cl:1][c:2]1[n:3][c:4]([NH:24][CH:25]([C:26](=[O:27])[NH2:28])[CH2:29][CH:30]([CH3:31])[CH3:32])[c:5]([F:23])[c:6]2[c:7]1[C:8](=[O:22])[N:9]([CH2:11][c:12]1[c:13]([O:20][CH3:21])[cH:14][c:15]([O:18][CH3:19])[cH:16][cH:17]1)[CH2:10]2.[cH:58]1[cH:59][cH:60][c:61]([P:62]([Pd:63]([P:64]([c:65]2[cH:66][cH:67][cH:68][cH:69][cH:70]2)([c:71]2[cH:72][cH:73][cH:74][cH:75][cH:76]2)[c:77]2[cH:78][cH:79][cH:80][cH:81][cH:82]2)([P:83]([c:84]2[cH:85][cH:86][cH:87][cH:88][cH:89]2)([c:90]2[cH:91][cH:92][cH:93][cH:94][cH:95]2)[c:96]2[cH:97][cH:98][cH:99][cH:100][cH:101]2)[P:102]([c:103]2[cH:104][cH:105][cH:106][cH:107][cH:108]2)([c:109]2[cH:110][cH:111][cH:112][cH:113][cH:114]2)[c:115]2[cH:116][cH:117][cH:118][cH:119][cH:120]2)([c:121]2[cH:122][cH:123][cH:124][cH:125][cH:126]2)[c:127]2[cH:128][cH:129][cH:130][cH:131][cH:132]2)[cH:133][cH:134]1>>[c:2]1(-[c:38]2[o:39][cH:40][cH:41][cH:42]2)[n:3][c:4]([NH:24][CH:25]([C:26](=[O:27])[NH2:28])[CH2:29][CH:30]([CH3:31])[CH3:32])[c:5]([F:23])[c:6]2[c:7]1[C:8](=[O:22])[N:9]([CH2:11][c:12]1[c:13]([O:20][CH3:21])[cH:14][c:15]([O:18][CH3:19])[cH:16][cH:17]1)[CH2:10]2. Yields the product FC=1C=C(C=C(C1[N+](=O)[O-])OC)C(C(=O)OC(C)(C)C)C(=O)OC(C)(C)C (di-tert-butyl 3-fluoro-5-methoxy-4-nitrophenylmalonate). Solvent: CN(C)C=O (DMF), CN(C)C=O (DMF), O (water). Reaction conditions: temperature 0 celsius. Isolated yield 61.9%. Procedure details: In DMF (60 ml) was suspended sodium hydride (2.75 g, 68.7 mmol). Under stirring at 0° C., di-tert-butyl malonate (14.9 g, 68.7 mmol) was added dropwise. After vigorous emission of a hydrogen gas stopped, a solution of 3,5-difluoro-2-nitroanisole (5.20 g, 27.5 mmol) in DMF (40 ml) was added. The reaction mixture was stirred at 80° C. for 4 hours. After cooling the reaction mixture to room temperature, water (200 ml) was added to terminate the reaction, followed by extraction with ether (300 ml). ... Starting materials: FC=1C(=C(C=C(C1)F)OC)[N+](=O)[O-] (3,5-difluoro-2-nitroanisole), [H-].[Na+] (sodium hydride), C(CC(=O)OC(C)(C)C)(=O)OC(C)(C)C (di-tert-butyl malonate), [H][H] (hydrogen). As a reaction SMILES: [H-].[Na+].[C:3]([O:13][C:14]([CH3:17])([CH3:16])[CH3:15])(=[O:12])[CH2:4][C:5]([O:7][C:8]([CH3:11])([CH3:10])[CH3:9])=[O:6].[H][H].[F:20][C:21]1[C:22]([N+:30]([O-:32])=[O:31])=[C:23]([O:28][CH3:29])[CH:24]=[C:25](F)[CH:26]=1>CN(C=O)C.O>[F:20][C:21]1[CH:26]=[C:25]([CH:4]([C:5]([O:7][C:8]([CH3:9])([CH3:10])[CH3:11])=[O:6])[C:3]([O:13][C:14]([CH3:17])([CH3:16])[CH3:15])=[O:12])[CH:24]=[C:23]([O:28][CH3:29])[C:22]=1[N+:30]([O-:32])=[O:31] |f:0.1|. The reactants are C(#N)C1CN(C1)C([C@@H](C)NC(=O)C1=CN(C2=NC=C(N=C21)C2=NN(C1=CC(=CC=C21)Cl)CC2OC(OC2)(C)C)COCC[Si](C)(C)C)=O (2-[6-chloro-1-(2,2-dimethyl-[1,3]dioxolan-4-ylmethyl)-1H-indazol-3-yl]-5-(2-trimethylsilanyl-ethoxymethyl)-5H-pyrrolo[2,3-b]pyrazine-7-carboxylic acid [(R)-2-(3-cyano-azetidin-1-yl)-1-methyl-2-oxo-ethyl]-amide), C(=O)(C(F)(F)F)O (TFA). The solvent is C(Cl)Cl (CH2Cl2). Reaction conditions: time 48 hour. Product: C(#N)C1CN(C1)C([C@@H](C)NC(=O)C1=CNC2=NC=C(N=C21)C2=NN(C1=CC(=CC=C21)Cl)CC(CO)O)=O (2-[6-Chloro-1-(2,3-dihydroxy-propyl)-1H-indazol-3-yl]-5H-pyrrolo[2,3-b]pyrazine-7-carboxylic acid [(R)-2-(3-cyano-azetidin-1-yl)-1-methyl-2-oxo-ethyl]-amide). Yield: 20.0%. Reaction SMILES: [C:1]([CH:3]1[CH2:6][N:5]([C:7](=[O:48])[C@H:8]([NH:10][C:11]([C:13]2[C:21]3[C:16](=[N:17][CH:18]=[C:19]([C:22]4[C:30]5[C:25](=[CH:26][C:27]([Cl:31])=[CH:28][CH:29]=5)[N:24]([CH2:32][CH:33]5[CH2:37][O:36]C(C)(C)[O:34]5)[N:23]=4)[N:20]=3)[N:15](COCC[Si](C)(C)C)[CH:14]=2)=[O:12])[CH3:9])[CH2:4]1)#[N:2].C(O)(C(F)(F)F)=O>C(Cl)Cl>[C:1]([CH:3]1[CH2:6][N:5]([C:7](=[O:48])[C@H:8]([NH:10][C:11]([C:13]2[C:21]3[C:16](=[N:17][CH:18]=[C:19]([C:22]4[C:30]5[C:25](=[CH:26][C:27]([Cl:31])=[CH:28][CH:29]=5)[N:24]([CH2:32][CH:33]([OH:34])[CH2:37][OH:36])[N:23]=4)[N:20]=3)[NH:15][CH:14]=2)=[O:12])[CH3:9])[CH2:4]1)#[N:2]. Procedure: To a solution of 2-[6-chloro-1-(2,2-dimethyl-[1,3]dioxolan-4-ylmethyl)-1H-indazol-3-yl]-5-(2-trimethylsilanyl-ethoxymethyl)-5H-pyrrolo[2,3-b]pyrazine-7-carboxylic acid [(R)-2-(3-cyano-azetidin-1-yl)-1-methyl-2-oxo-ethyl]-amide (crude from Step 2) in CH2Cl2 (3 mL) was added TFA (1 mL). The reaction mixture was stirred at room temperature for 48 h then concentrated. The residue was redissolved in 10:90:0.5 MeOH/CH2Cl2/NH4OH (3 mL) and stirred at room temperature for 3 h. The reaction mixture was c... Reactants: C(CCCCC)C=1C=C(C=CC1)C1=NC(=C(N1C)C(=O)N1CCC(CC1)N1CCCC1)CCCO ([2-(3-Hexyl-phenyl)-5-(3-hydroxy-propyl)-3-methyl-3H-imidazol-4-yl]-(4-pyrrolidin-1-yl-piperidin-1-yl)-methanone), FC1=CC=C(CBr)C=C1 (4-fluorobenzylbromide), [H-].[Na+] (sodium hydride). The solvent is CN(C)C=O (DMF). Reaction conditions: time 125 hour. The product is FC1=CC=C(COCCCC2=C(N(C(=N2)C2=CC(=CC=C2)CCCCCC)C)C(=O)N2CCC(CC2)N2CCCC2)C=C1 ([5-[3-(4-Fluoro-benzyloxy)-propyl]-2-(3-hexyl-phenyl)-3-methyl-3H-imidazol-4-yl]-(4-pyrrolidin-1-yl-piperidin-1-yl)-methanone). Isolated yield 25.5%. Reaction SMILES: [CH2:1]([C:7]1[CH:8]=[C:9]([C:13]2[N:17]([CH3:18])[C:16]([C:19]([N:21]3[CH2:26][CH2:25][CH:24]([N:27]4[CH2:31][CH2:30][CH2:29][CH2:28]4)[CH2:23][CH2:22]3)=[O:20])=[C:15]([CH2:32][CH2:33][CH2:34][OH:35])[N:14]=2)[CH:10]=[CH:11][CH:12]=1)[CH2:2][CH2:3][CH2:4][CH2:5][CH3:6].[F:36][C:37]1[CH:44]=[CH:43][C:40]([CH2:41]Br)=[CH:39][CH:38]=1.[H-].[Na+]>CN(C=O)C>[F:36][C:37]1[CH:44]=[CH:43][C:40]([CH2:41][O:35][CH2:34][CH2:33][CH2:32][C:15]2[N:14]=[C:13]([C:9]3[CH:10]=[CH:11][CH:12]=[C:7]([CH2:1][CH2:2][CH2:3][CH2:4][CH2:5][CH3:6])[CH:8]=3)[N:17]([CH3:18])[C:16]=2[C:19]([N:21]2[CH2:26][CH2:25][CH:24]([N:27]3[CH2:31][CH2:30][CH2:29][CH2:28]3)[CH2:23][CH2:22]2)=[O:20])=[CH:39][CH:38]=1 |f:2.3|. Procedure: A solution of 0.200 g (0.42 mmol) of [2-(3-hexyl-phenyl)-5-(3-hydroxy-propyl)-3-methyl-3H-imidazol-4-yl]-(4-pyrrolidin-1-yl-piperidin-1-yl)-methanone (example 33) and 0.107 ml=0.162 g (0.83 mmol) of 4-fluorobenzylbromide in 5.0 ml of DMF was treated with 0.036 g (0.83 mmol) of sodium hydride (55% dispersion in mineral oil) at RT. After stirring for 125 hours, the reaction mixture was poured into crashed ice and extracted twice with CH2Cl2; the organic phases were washed with water, dried over ma... The reactants are FC1=C(OC(C(=O)OCC)C)C=CC(=C1)OCC1=CC=CC=C1 (ethyl 2-(2-fluoro-4-benzyloxyphenoxy)propionate). The reagents and catalysts are [Pd] (Palladium on charcoal). Solvent: C(C)O (ethanol). Run at time 2 hour. Product: FC1=C(OC(C(=O)OCC)C)C=CC(=C1)O (ethyl 2-(2-fluoro-4-hydroxyphenoxy)propionate). RXN SMILES: [F:1][C:2]1[CH:15]=[C:14]([O:16]CC2C=CC=CC=2)[CH:13]=[CH:12][C:3]=1[O:4][CH:5]([CH3:11])[C:6]([O:8][CH2:9][CH3:10])=[O:7]>[Pd].C(O)C>[F:1][C:2]1[CH:15]=[C:14]([OH:16])[CH:13]=[CH:12][C:3]=1[O:4][CH:5]([CH3:11])[C:6]([O:8][CH2:9][CH3:10])=[O:7]. Reported procedure: 10% Palladium on charcoal (1.5 g) was added to a solution of ethyl 2-(2-fluoro-4-benzyloxyphenoxy)propionate (13 g) in ethanol (250 ml) and the stirred suspension was placed under hydrogen at atmospheric pressure for 2 hours. The catalyst was removed by filtration and the filtrate evaporated under reduced pressure to give the product, ethyl 2-(2-fluoro-4-hydroxyphenoxy)propionate, as a colourless oil (8.9 g, 95%). Proton magnetic resonance spectrum (CDCl3, δ in ppm): 1.3, t, 3H (CH2CH3); 1.6, d,... Yields the product ClC1=C(C=CC(=C1)NC=1C=C(C=CC1)C)C(=O)C1=C(C=CC(=C1)N1N=NC(=C1)CCO)C ((2-Chloro-4-m-tolylamino-phenyl)-{5-[4-(2-hydroxy-ethyl)-[1,2,3]triazol-1-yl]-2-methyl-phenyl}-methanone). Procedure details: The reaction was carried out similarly as described in the preparation of compound 116, using compound 465 (0.25 mmol) and but-3-yn-1-ol (0.30 mmol). The crude product was purified by flash chromatography using EtOAc/petroleum ether (40-60) 6:1 as the eluent to afford the title compound as light yellow foam. 13C NMR (CDCl3) δ 194.8, 148.9, 146.3, 141.1, 139.7, 139.6, 138.1, 135.6, 134.8, 134.0, 132.5, 129.5, 127.5, 125.2, 122.3, 122.2, 120.7, 119.9, 118.7, 116.3, 112.8, 61.6, 28.7, 21.5, 19.9 The reactants are compound 116, N(=[N+]=[N-])C=1C=CC(=C(C1)C(=O)C1=C(C=C(C=C1)NC=1C=C(C=CC1)C)Cl)C ((5-Azido-2-methyl-phenyl)-(2-chloro-4-m-tolylamino-phenyl)-methanone), C(CC#C)O (but-3-yn-1-ol). As a reaction SMILES: [N:1]([C:4]1[CH:5]=[CH:6][C:7]([CH3:27])=[C:8]([C:10]([C:12]2[CH:17]=[CH:16][C:15]([NH:18][C:19]3[CH:20]=[C:21]([CH3:25])[CH:22]=[CH:23][CH:24]=3)=[CH:14][C:13]=2[Cl:26])=[O:11])[CH:9]=1)=[N+:2]=[N-:3].[CH2:28]([OH:32])[CH2:29][C:30]#[CH:31]>>[Cl:26][C:13]1[CH:14]=[C:15]([NH:18][C:19]2[CH:20]=[C:21]([CH3:25])[CH:22]=[CH:23][CH:24]=2)[CH:16]=[CH:17][C:12]=1[C:10]([C:8]1[CH:9]=[C:4]([N:1]2[CH:31]=[C:30]([CH2:29][CH2:28][OH:32])[N:3]=[N:2]2)[CH:5]=[CH:6][C:7]=1[CH3:27])=[O:11].